Dataset: the Open Reaction Database (ORD), a public repository of structured organic reaction records. Task: describe an organic reaction: reactants, conditions, products, and yield Reactants: [H-].[Na+] (sodium hydride), oil, ClC1=NC=C(C=C1)C(F)(F)F (2-chloro-5-trifluoromethylpyridine), CC(=O)C1=CC(=CC(=C1)Cl)Cl (3,5-Dichloroacetophenone), [OH-].[Na+] (sodium hydroxide), Cl.NO (hydroxylamine hydrochloride). Solvent: COCCOC (DME), O (water), CO (methanol), COCCOC (DME). Run at time 1 hour. The product is ClC=1C=C(C=C(C1)Cl)C(CC1=NC=C(C=C1)C(F)(F)F)=NO (1-(3,5-Dichlorophenyl)-2-(5-trifluoromethyl-2-pyridinyl)ethanone Oxime). As a reaction SMILES: [H-].[Na+].Cl[C:4]1[CH:9]=[CH:8][C:7]([C:10]([F:13])([F:12])[F:11])=[CH:6][N:5]=1.[CH3:14][C:15]([C:17]1[CH:22]=[C:21]([Cl:23])[CH:20]=[C:19]([Cl:24])[CH:18]=1)=O.[OH-:25].[Na+].Cl.[NH2:28]O>COCCOC.O.CO>[Cl:24][C:19]1[CH:18]=[C:17]([C:15](=[N:28][OH:25])[CH2:14][C:4]2[CH:9]=[CH:8][C:7]([C:10]([F:13])([F:12])[F:11])=[CH:6][N:5]=2)[CH:22]=[C:21]([Cl:23])[CH:20]=1 |f:0.1,4.5,6.7|. Reported procedure: A reaction vessel was charged with sodium hydride (as a 60% oil dispersion, 5.52 g, 138 mmol), DME (23 ml) and 2-chloro-5-trifluoromethylpyridine (7.06 g, 42 mmol). 3,5-Dichloroacetophenone (8.3 g, 44 mmol) in DME (23 ml) was added in portions to the mixture under nitrogen at room temperature. The mixture was stirred at ambient temperature for one hour then at 40-45° C. overnight. Upon completion of the reaction, the mixture was cooled to 5° C. and 10% aqueous sodium hydroxide solution (23 ml) w... Starting materials: cis-N2, IC1=NN(C2=NC=NC(=C21)N)[C@@H]2CC[C@@H](CC2)N2CCN(CC2)C (cis-3-iodo-1-[4-(4-methylpiperazino)cyclohexyl]-1H-pyrazolo[3,4-d]pyrimidin-4-amine), FC1=C(C=CC(=C1)B1OC(C(O1)(C)C)(C)C)NC=1SC2=C(N1)C=CC=C2 (N2-[2-fluoro-4-(4,4,5,5-tetramethyl-1,3,2-dioxaborolan-2-yl)phenyl]-1,3-benzothiazol-2-amine), 4-{4-amino-1-[4-(4-methylpiperazino)cyclohexyl]-1H-pyrazolo[3,4-dlpyrimidin-3-yl}-2-fluorophenyl)-1,3-benzoxazol-2-amine. The product is NC1=C2C(=NC=N1)N(N=C2C2=CC(=C(C=C2)NC=2SC1=C(N2)C=CC=C1)F)[C@@H]1CC[C@@H](CC1)N1CCN(CC1)C (Cis-N2-(4-{4-amino-1-[4-(4-methylpiperazino)cyclohexyl]-1H-pyrazolo[3,4-d]pyrimidin-3-yl}-2-fluorophenyl)-1,3-benzothiazol-2-amine), powder. Yield: 41.0%. RXN SMILES: I[C:2]1[C:10]2[C:5](=[N:6][CH:7]=[N:8][C:9]=2[NH2:11])[N:4]([C@H:12]2[CH2:17][CH2:16][C@@H:15]([N:18]3[CH2:23][CH2:22][N:21]([CH3:24])[CH2:20][CH2:19]3)[CH2:14][CH2:13]2)[N:3]=1.[F:25][C:26]1[CH:31]=[C:30](B2OC(C)(C)C(C)(C)O2)[CH:29]=[CH:28][C:27]=1[NH:41][C:42]1[S:43][C:44]2[CH:50]=[CH:49][CH:48]=[CH:47][C:45]=2[N:46]=1>>[NH2:11][C:9]1[N:8]=[CH:7][N:6]=[C:5]2[N:4]([C@H:12]3[CH2:17][CH2:16][C@@H:15]([N:18]4[CH2:23][CH2:22][N:21]([CH3:24])[CH2:20][CH2:19]4)[CH2:14][CH2:13]3)[N:3]=[C:2]([C:30]3[CH:29]=[CH:28][C:27]([NH:41][C:42]4[S:43][C:44]5[CH:50]=[CH:49][CH:48]=[CH:47][C:45]=5[N:46]=4)=[C:26]([F:25])[CH:31]=3)[C:10]=12. Procedure: Cis-N2-(4-{4-amino-1-[4-(4-methylpiperazino)cyclohexyl]-1H-pyrazolo[3,4-d]pyrimidin-3-yl}-2-fluorophenyl)-1,3-benzothiazol-2-amine was prepared from cis-3-iodo-1-[4-(4-methylpiperazino)cyclohexyl]-1H-pyrazolo[3,4-d]pyrimidin-4-amine (0.100 g, 0.227 mmol) and N2-[2-fluoro-4-(4,4,5,5-tetramethyl-1,3,2-dioxaborolan-2-yl)phenyl]-1,3-benzothiazol-2-amine (0.105 g, 0.283 mmol) in a manner similar to that used for cis-N2-(4-{4-amino-1-[4-(4-methylpiperazino)cyclohexyl]-1H-pyrazolo[3,4-dlpyrimidin-3-yl}...